Dataset: the Open Reaction Database (ORD), a public repository of structured organic reaction records. Task: describe an organic reaction: reactants, conditions, products, and yield The reactants are COCC1=C(COC1=O)N1C(C2(CC1)CCN(CC2)C(=O)OC(C)(C)C)=O (tert-butyl 2-(4-(methoxymethyl)-5-oxo-2,5-dihydrofuran-3-yl)-1-oxo-2,8-diazaspiro[4.5]decane-8-carboxylate), CC1N(C(C2(C1)CCNCC2)=O)C=2COC(C2)=O (3-methyl-2-(5-oxo-2,5-dihydrofuran-3-yl)-2,8-diazaspiro[4.5]decan-1-one). The product is COCC1=C(COC1=O)N1C(C2(CC1)CCNCC2)=O (2-(4-(methoxymethyl)-5-oxo-2,5-dihydrofuran-3-yl)-2,8-diazaspiro[4.5]decan-1-one). As a reaction SMILES: [CH3:1][O:2][CH2:3][C:4]1[C:8](=[O:9])[O:7][CH2:6][C:5]=1[N:10]1[CH2:14][CH2:13][C:12]2([CH2:19][CH2:18][N:17](C(OC(C)(C)C)=O)[CH2:16][CH2:15]2)[C:11]1=[O:27].CC1CC2(CCNCC2)C(=O)N1C1COC(=O)C=1>>[CH3:1][O:2][CH2:3][C:4]1[C:8](=[O:9])[O:7][CH2:6][C:5]=1[N:10]1[CH2:14][CH2:13][C:12]2([CH2:15][CH2:16][NH:17][CH2:18][CH2:19]2)[C:11]1=[O:27]. Reported procedure: The title compound was prepared from tert-butyl 2-(4-(methoxymethyl)-5-oxo-2,5-dihydrofuran-3-yl)-1-oxo-2,8-diazaspiro[4.5]decane-8-carboxylate in an analogous fashion as described for 3-methyl-2-(5-oxo-2,5-dihydrofuran-3-yl)-2,8-diazaspiro[4.5]decan-1-one (I-22, last step). The reactants are N[C@H]1[C@@H]2CC[C@H]([C@](C1)(N2CC2=CC=CC=C2)C2=CC=CC=C2)OCC2=CC(=CC(=C2)C(F)(F)F)C(F)(F)F ((1R*,2R*,5S*,6R*)-6-Amino-8-benzyl-2-{[3,5-bis(trifluoromethyl)phenyl]methoxy}-1-phenyl-8-azabicyclo[3.2.1]octane), [N-]=[N+]=[N-].[Na+] (sodium azide), C(C)(=O)O (acetic acid). The solvent is C(C)OC(OCC)OCC (triethylorthoformate). Run at temperature 90 celsius. Yields the product C(C)(=O)N[C@H]1[C@@H]2CC[C@H]([C@](C1)(N2CC2=CC=CC=C2)C2=CC=CC=C2)OCC2=CC(=CC(=C2)C(F)(F)F)C(F)(F)F ((1R*,2R*,5S*,6R*)-6-Acetamido-8-benzyl-2-{[3,5-bis(trifluoromethyl)phenyl]methoxy}-1-phenyl-8-azabicyclo[3.2.1]octane). The yield is 24.0%. Reaction SMILES: [NH2:1][C@@H:2]1[CH2:8][C@:7]2([C:17]3[CH:22]=[CH:21][CH:20]=[CH:19][CH:18]=3)[N:9]([CH2:10][C:11]3[CH:16]=[CH:15][CH:14]=[CH:13][CH:12]=3)[C@H:3]1[CH2:4][CH2:5][C@H:6]2[O:23][CH2:24][C:25]1[CH:30]=[C:29]([C:31]([F:34])([F:33])[F:32])[CH:28]=[C:27]([C:35]([F:38])([F:37])[F:36])[CH:26]=1.[N-]=[N+]=[N-].[Na+].[C:43](O)(=[O:45])[CH3:44]>C(OC(OCC)OCC)C>[C:43]([NH:1][C@@H:2]1[CH2:8][C@:7]2([C:17]3[CH:18]=[CH:19][CH:20]=[CH:21][CH:22]=3)[N:9]([CH2:10][C:11]3[CH:16]=[CH:15][CH:14]=[CH:13][CH:12]=3)[C@H:3]1[CH2:4][CH2:5][C@H:6]2[O:23][CH2:24][C:25]1[CH:26]=[C:27]([C:35]([F:38])([F:36])[F:37])[CH:28]=[C:29]([C:31]([F:32])([F:33])[F:34])[CH:30]=1)(=[O:45])[CH3:44] |f:1.2|. Procedure: To (1R*,2R*,5S*,6R*)-6-amino-8-benzyl-2-{[3,5-bis(trifluoromethyl)phenyl]methoxy}-1-phenyl-8-azabicyclo[3.2.1]octane (Example 108; 256 mg, 0.48 mmol) and sodium azide (75 mg, 1.15 mmol) in triethylorthoformate (0.25 ml) was added glacial acetic acid (2.5 ml) and the reaction mixture heated at 90° C. for 3 hours. The reaction mixture was cooled then concentrated in vacuo and partitioned between saturated sodium hydrogen carbonate solution and dichloromethane. The organics were dried (MgSO4) and c... Starting materials: CC1=CC=2C(=C(C(=C(C2C(C)C)OC(=O)C)OC(=O)C)C=O)C(=C1C=3C(=CC4=C(C3OC(=O)C)C(=C(C(=C4C(C)C)OC(=O)C)OC(=O)C)C=O)C)OC(=O)C (gossypol acetic acid), OS(=O)(=O)O (H2SO4). The solvent is [OH-].[Na+] (NaOH). Product: CC1=CC=2C(=CC(=C(C2C(C)C)O)O)C(=C1C=3C(=CC4=C(C3O)C=C(C(=C4C(C)C)O)O)C)O (apogossypol). The yield is 95.0%. RXN SMILES: [CH3:1][C:2]1[C:24]([C:25]2[C:26]([CH3:52])=[CH:27][C:28]3[C:38]([CH:39]([CH3:41])[CH3:40])=[C:37]([O:42]C(C)=O)[C:36]([O:46]C(C)=O)=[C:35](C=O)[C:29]=3[C:30]=2[O:31]C(C)=O)=[C:23]([O:53]C(C)=O)[C:5]2=[C:6](C=O)[C:7]([O:17]C(C)=O)=[C:8]([O:13]C(C)=O)[C:9]([CH:10]([CH3:12])[CH3:11])=[C:4]2[CH:3]=1.OS(O)(=O)=O>[OH-].[Na+]>[CH3:52][C:26]1[C:25]([C:24]2[C:2]([CH3:1])=[CH:3][C:4]3[C:9]([CH:10]([CH3:11])[CH3:12])=[C:8]([OH:13])[C:7]([OH:17])=[CH:6][C:5]=3[C:23]=2[OH:53])=[C:30]([OH:31])[C:29]2=[CH:35][C:36]([OH:46])=[C:37]([OH:42])[C:38]([CH:39]([CH3:40])[CH3:41])=[C:28]2[CH:27]=1 |f:2.3|. Procedure details: More specifically, the gossypol acetic acid 1 (5 g, 8.65 mmol) in 50 ml of 40% NaOH was heated under nitrogen at 90° C. for 3.5 hours in the dark. The reaction mixture was cooled and poured slowly onto ice (300 ml) and concentrated H2SO4 (35 ml) mixture to form white precipitation. The precipitation was filtered, washed with water and dried to afford apogossypol (3.8 g, 95%) as a white solid. 1H NMR (CDCl3 δ 7.61 (s, 2H), 7.50 (s, 2H), 5.93 (s, 2H), 5.27 (s, 2H), 5.13 (s, 2H), 3.88 (m, 2H), 2.12... Starting materials: CC(C)(C)c1ccc(S(=O)(=O)N2Cc3ccc(C(F)(F)F)nc3Nc3ccc(C#N)cc32)cc1, O=C([O-])[O-], CCO, [K+], [K+], NO. Yields the product CC(C)(C)c1ccc(S(=O)(=O)N2Cc3ccc(C(F)(F)F)nc3Nc3ccc(C(N)=NO)cc32)cc1. Reaction SMILES: [C:1]([CH3:2])([CH3:3])([CH3:4])[c:5]1[cH:6][cH:7][c:8]([S:11](=[O:12])(=[O:13])[N:14]2[CH2:15][c:16]3[c:17]([n:27][c:28]([C:31]([F:32])([F:33])[F:34])[cH:29][cH:30]3)[NH:18][c:19]3[c:20]2[cH:21][c:22]([C:25]#[N:26])[cH:23][cH:24]3)[cH:9][cH:10]1.[C:37](=[O:38])([O-:39])[O-:40].[CH3:43][CH2:44][OH:45].[K+:41].[K+:42].[NH2:35][OH:36]>>[C:1]([CH3:2])([CH3:3])([CH3:4])[c:5]1[cH:6][cH:7][c:8]([S:11](=[O:12])(=[O:13])[N:14]2[CH2:15][c:16]3[c:17]([n:27][c:28]([C:31]([F:32])([F:33])[F:34])[cH:29][cH:30]3)[NH:18][c:19]3[c:20]2[cH:21][c:22]([C:25]([NH2:26])=[N:35][OH:36])[cH:23][cH:24]3)[cH:9][cH:10]1. Starting materials: C[Si](C)(C)C#CC1=CC=C(C=C1)C(C)(C)C (trimethylsilyl-(4-tert-butyl)phenylethyne), CC(CCCC1=CC=C(C=C1)Br)C (4-(4-methylpentyl)bromobenzene), CC(CCCC1=CC=C(C=C1)Br)C (4-(4-methylpentyl)bromobenzene). Yields the product C[Si](C)(C)C#CC1=CC=C(C=C1)CCCC(C)C (Trimethylsilyl[4-(4-methylpentyl)]phenylethyne). RXN SMILES: [CH3:1][Si:2]([C:5]#[C:6][C:7]1[CH:12]=[CH:11][C:10]([C:13]([CH3:16])(C)C)=[CH:9][CH:8]=1)([CH3:4])[CH3:3].[CH3:17][CH:18]([CH3:29])[CH2:19]CCC1C=CC(Br)=CC=1>>[CH3:4][Si:2]([C:5]#[C:6][C:7]1[CH:8]=[CH:9][C:10]([CH2:13][CH2:16][CH2:17][CH:18]([CH3:29])[CH3:19])=[CH:11][CH:12]=1)([CH3:1])[CH3:3]. Procedure: Using the same general procedure as described for Compound 21, but using instead 4-(4-methylpentyl)bromobenzene (Compound 30), the title compound was synthesized as a colorless oil. PMR (CDCl3): & 0.32 (9H, s), 0.93 (6H, d, J-6.6 Hz), 1.18-1.29 (2H, m), 1.52-1.70 (3H, m), 2.58 (2H, t, J-7.7 Hz), 7.12 (2H, d, J-8.1 Hz), 7.43 (2H, d, J-8.1 Hz). The reactants are COC=1C=C(CC2NCCC3=C(C=CC(=C23)OC)OC)C=CC1OC (1-(3,4-Dimethoxy-benzyl)-5,8-dimethoxy-1,2,3,4-tetrahydroisoquinoline), BrCC(=O)Br (2-bromoacetyl bromide), NC=1SC=NN1 (2-amino-1,3,4-thiadiazole). Yields the product COC=1C=C(CC2N(CCC3=C(C=CC(=C23)OC)OC)CC(=O)NC=2SC=NN2)C=CC1OC (2-[1-(3,4-Dimethoxy-benzyl)-5,8-dimethoxy-3,4-dihydro-1H-isoquinolin-2-yl]-N-[1,3,4]thiadiazol-2-yl-acetamide). Reaction SMILES: [CH3:1][O:2][C:3]1[CH:4]=[C:5]([CH:21]=[CH:22][C:23]=1[O:24][CH3:25])[CH2:6][CH:7]1[C:16]2[C:11](=[C:12]([O:19][CH3:20])[CH:13]=[CH:14][C:15]=2[O:17][CH3:18])[CH2:10][CH2:9][NH:8]1.Br[CH2:27][C:28](Br)=[O:29].[NH2:31][C:32]1[S:33][CH:34]=[N:35][N:36]=1>>[CH3:1][O:2][C:3]1[CH:4]=[C:5]([CH:21]=[CH:22][C:23]=1[O:24][CH3:25])[CH2:6][CH:7]1[C:16]2[C:11](=[C:12]([O:19][CH3:20])[CH:13]=[CH:14][C:15]=2[O:17][CH3:18])[CH2:10][CH2:9][N:8]1[CH2:27][C:28]([NH:31][C:32]1[S:33][CH:34]=[N:35][N:36]=1)=[O:29]. Reported procedure: prepared by reaction of 1-(3,4-Dimethoxy-benzyl)-5,8-dimethoxy-1,2,3,4-tetrahydroisoquinoline and 2-bromoacetyl bromide with 2-amino-1,3,4-thiadiazole